This data is from the Open Reaction Database (ORD), a public repository of structured organic reaction records. The task is: describe an organic reaction: reactants, conditions, products, and yield The reactants are C, COCOc1ccc(C(=O)C=Cc2ccc(OCOC)c(OCOC)c2)c(OCOC)c1, [Pd]. The product is COCOc1ccc(C(=O)CCc2ccc(OCOC)c(OCOC)c2)c(OCOC)c1. As a reaction SMILES: [C:33].[CH3:1][O:2][CH2:3][O:4][c:5]1[c:6]([C:7]([CH:8]=[CH:9][c:10]2[cH:11][c:12]([O:20][CH2:21][O:22][CH3:23])[c:13]([O:16][CH2:17][O:18][CH3:19])[cH:14][cH:15]2)=[O:24])[cH:25][cH:26][c:27]([O:29][CH2:30][O:31][CH3:32])[cH:28]1.[Pd:34]>>[CH3:1][O:2][CH2:3][O:4][c:5]1[c:6]([C:7]([CH2:8][CH2:9][c:10]2[cH:11][c:12]([O:20][CH2:21][O:22][CH3:23])[c:13]([O:16][CH2:17][O:18][CH3:19])[cH:14][cH:15]2)=[O:24])[cH:25][cH:26][c:27]([O:29][CH2:30][O:31][CH3:32])[cH:28]1. Reactants: ClC1=CC(=C(C#N)C=C1)NC(=O)OCC (4-chloro-2-(ethoxycarbonylamino)benzonitrile), BrCC(=O)C1=CC(=CC=C1)OCC1=CC=CC=C1 (2-bromo-3′-(benzyloxy)acetophenone). The product is NC1=C(N(C2=CC(=CC=C12)Cl)C(=O)OCC)C(C1=CC(=CC=C1)OCC1=CC=CC=C1)=O (3-Amino-2-(3-benzyloxybenzoyl)-6-chloro-1-(ethoxycarbonyl)indole). RXN SMILES: [Cl:1][C:2]1[CH:9]=[CH:8][C:5]([C:6]#[N:7])=[C:4]([NH:10][C:11]([O:13][CH2:14][CH3:15])=[O:12])[CH:3]=1.Br[CH2:17][C:18]([C:20]1[CH:25]=[CH:24][CH:23]=[C:22]([O:26][CH2:27][C:28]2[CH:33]=[CH:32][CH:31]=[CH:30][CH:29]=2)[CH:21]=1)=[O:19]>>[NH2:7][C:6]1[C:5]2[C:4](=[CH:3][C:2]([Cl:1])=[CH:9][CH:8]=2)[N:10]([C:11]([O:13][CH2:14][CH3:15])=[O:12])[C:17]=1[C:18](=[O:19])[C:20]1[CH:25]=[CH:24][CH:23]=[C:22]([O:26][CH2:27][C:28]2[CH:33]=[CH:32][CH:31]=[CH:30][CH:29]=2)[CH:21]=1. Reported procedure: The title compound was prepared according to the procedure described in step 2 of Example 1 from 4-chloro-2-(ethoxycarbonylamino)benzonitrile (Example 1, step 1) and 2-bromo-3′-(benzyloxy)acetophenone (T. Fujii, M. Ohba, M. Tsuchida, K. Saito, Y. Hirano, and J. Sakaguchi, Chem.Pharm.Bull., 1986, 34, 496-507). The reactants are CCOC(=O)C1CC(Br)=NO1, CO, N. The product is NC(=O)C1CC(Br)=NO1. RXN SMILES: [Br:1][C:2]1=[N:3][O:4][CH:5]([C:7]([O:9][CH2:8][CH3:10])=[O:11])[CH2:6]1.[CH3:13][OH:14].[NH3:12]>>[Br:1][C:2]1=[N:3][O:4][CH:5]([C:7](=[O:9])[NH2:12])[CH2:6]1. Starting materials: COC(C1=C(C(=CC(=C1)Br)C)N(CC=1C=NC=CC1)S(=O)(=O)C1=CC=C(C=C1)OC)=O (5-Bromo-2-[(4-methoxy-benzenesulfonyl)-pyridin-3-ylmethyl-amino]-3-methyl-benzoic acid methyl ester), C(CCC)[Sn](C=1C=NC=CC1)(CCCC)CCCC (3-(tributylstannyl)pyridine). Yields the product COC(C1=C(C(=CC(=C1)C=1C=NC=CC1)C)N(CC=1C=NC=CC1)S(=O)(=O)C1=CC=C(C=C1)OC)=O (2-[(4-Methoxy-benzenesulfonyl)-pyridin-3-ylmethyl-amino]-3-methyl-5-pyridin-3-yl-benzoic acid methyl ester). Yield: 86.8%. RXN SMILES: [CH3:1][O:2][C:3](=[O:31])[C:4]1[CH:9]=[C:8](Br)[CH:7]=[C:6]([CH3:11])[C:5]=1[N:12]([S:20]([C:23]1[CH:28]=[CH:27][C:26]([O:29][CH3:30])=[CH:25][CH:24]=1)(=[O:22])=[O:21])[CH2:13][C:14]1[CH:15]=[N:16][CH:17]=[CH:18][CH:19]=1.C([Sn](CCCC)(CCCC)[C:37]1[CH:38]=[N:39][CH:40]=[CH:41][CH:42]=1)CCC>>[CH3:1][O:2][C:3](=[O:31])[C:4]1[CH:9]=[C:8]([C:37]2[CH:38]=[N:39][CH:40]=[CH:41][CH:42]=2)[CH:7]=[C:6]([CH3:11])[C:5]=1[N:12]([S:20]([C:23]1[CH:28]=[CH:27][C:26]([O:29][CH3:30])=[CH:25][CH:24]=1)(=[O:22])=[O:21])[CH2:13][C:14]1[CH:15]=[N:16][CH:17]=[CH:18][CH:19]=1. Procedure: In the same manner as described in Example 139, 505 mg (1.0 mmol) of the product of Example 89 and 515 mg (1.4 mmol) of 3-(tributylstannyl)pyridine provided 437 mg (87%) of the desired product as a pale yellow solid. Electrospray Mass Spec 504 (M+H). Starting materials: C([O-])([O-])=O.[Na+].[Na+] (sodium carbonate), C(C1=CC=CC=C1)(C1=CC=CC=C1)N1CCN(CC1)CCNC(C=CC=CC1=CC(=C(C=C1)OCOCCOC)OCOCCOC)=O (N-benzhydryl-N'-[2-[5-{3,4-di(β-methoxyethoxymethoxy)phenyl}-2,4-pentadienoyl]aminoethyl]-piperazine), O (Water), O.C1(=CC=C(C=C1)S(=O)(=O)O)C (p-toluenesulfonic acid hydrate). Solvent: CO (methanol). Product: C(C1=CC=CC=C1)(C1=CC=CC=C1)N1CCN(CC1)CCNC(C=CC=CC1=CC(=C(C=C1)O)O)=O (N-benzhydryl-N'-[2-{5-(3,4-dihydroxyphenyl)-2,4-pentadienoyl}aminoethyl]piperazine). Yield: 47.7%. Reaction SMILES: [CH:1]([N:14]1[CH2:19][CH2:18][N:17]([CH2:20][CH2:21][NH:22][C:23](=[O:48])[CH:24]=[CH:25][CH:26]=[CH:27][C:28]2[CH:33]=[CH:32][C:31]([O:34]COCCOC)=[C:30]([O:41]COCCOC)[CH:29]=2)[CH2:16][CH2:15]1)([C:8]1[CH:13]=[CH:12][CH:11]=[CH:10][CH:9]=1)[C:2]1[CH:7]=[CH:6][CH:5]=[CH:4][CH:3]=1.O.C1(C)C=CC(S(O)(=O)=O)=CC=1.O.C(=O)([O-])[O-].[Na+].[Na+]>CO>[CH:1]([N:14]1[CH2:15][CH2:16][N:17]([CH2:20][CH2:21][NH:22][C:23](=[O:48])[CH:24]=[CH:25][CH:26]=[CH:27][C:28]2[CH:33]=[CH:32][C:31]([OH:34])=[C:30]([OH:41])[CH:29]=2)[CH2:18][CH2:19]1)([C:2]1[CH:3]=[CH:4][CH:5]=[CH:6][CH:7]=1)[C:8]1[CH:13]=[CH:12][CH:11]=[CH:10][CH:9]=1 |f:1.2,4.5.6|. Reported procedure: To a solution of 289 mg (0.438 mmol) of the amide compound prepared above in methanol (10 ml) was added 127 mg (0.668 mmol) of p-toluenesulfonic acid hydrate. The mixture was refluxed in an argon atmosphere for 7 hours. Water was added to the reaction mixture, and the mixture was adjusted with an aqueous solution of sodium carbonate to a pH of 9, followed by extraction with ethyl acetate. The organic layer was concentrated under reduced pressure, a the residue obtained was recrystallized from di... RXN SMILES: [CH3:1][N:2]([CH3:19])[C:3]1[C:4]([CH:17]=O)=[CH:5][C:6]2[C:7]([CH3:16])([CH3:15])[CH2:8][CH2:9][C:10]([CH3:14])([CH3:13])[C:11]=2[CH:12]=1.[S:20]1[CH2:26][C:24](=[O:25])[N:23]([CH2:27][C:28]([OH:30])=[O:29])[C:21]1=[S:22]>>[CH3:1][N:2]([CH3:19])[C:3]1[C:4]([C:17]2[CH:10]=[C:11]3[C:6](=[CH:7][CH:8]=2)[CH:5]=[C:4]([CH:17]=[C:26]2[S:20][C:21](=[S:22])[N:23]([CH2:27][C:28]([OH:30])=[O:29])[C:24]2=[O:25])[CH:3]=[CH:12]3)=[CH:5][C:6]2[C:7]([CH3:16])([CH3:15])[CH2:8][CH2:9][C:10]([CH3:14])([CH3:13])[C:11]=2[CH:12]=1. Procedure details: {5-[6-(3-Dimethylamino-5,5,8,8-tetramethyl-5,6,7,8-tetrahydro-naphthalen-2-yl)-naphthalen-2-yl methylene]-4-oxo-2-thioxo-thiazolidin-3-yl}-acetic acid was prepared in a similar manner as described in Example 1 using 6-(3-dimethylamino-5,5,8,8-tetramethyl-5,6,7,8-tetrahydro-naphthalen-2-carboxaldehyde and rhodanine acetic acid, mp 194–196° C., 1H NMR (300 MHz; DMSO-d6) 1.25 (s, 6 H), 1.30 (s, 6 H), 1.66 (s, 4 H), 2.47 (s, 6 H), 4.76 (s, 2 H); 6.99 (s, 1 H), 7.21 (s, 1 H), 7.74 (dd, J1=1.5 Hz, J2=... Product: CN(C=1C(=CC=2C(CCC(C2C1)(C)C)(C)C)C=1C=C2C=CC(=CC2=CC1)C=C1C(N(C(S1)=S)CC(=O)O)=O)C ({5-[6-(3-Dimethylamino-5,5,8,8-tetramethyl-5,6,7,8-tetrahydro-naphthalen-2-yl)-naphthalen-2-yl methylene]-4-oxo-2-thioxo-thiazolidin-3-yl}-acetic acid). Starting materials: CN(C=1C(=CC=2C(CCC(C2C1)(C)C)(C)C)C=O)C (3-dimethylamino-5,5,8,8-tetramethyl-5,6,7,8-tetrahydro-naphthalen-2-carboxaldehyde), S1C(=S)N(C(=O)C1)CC(=O)O (rhodanine acetic acid). Starting materials: OCCCN(Cc1ccc(Cl)cc1)Cc1ccc(Cl)cc1, O=S(Cl)Cl. Yields the product ClCCCN(Cc1ccc(Cl)cc1)Cc1ccc(Cl)cc1. As a reaction SMILES: [Cl:1][c:2]1[cH:3][cH:4][c:5]([CH2:6][N:7]([CH2:8][c:9]2[cH:10][cH:11][c:12]([Cl:15])[cH:13][cH:14]2)[CH2:16][CH2:17][CH2:18][OH:19])[cH:20][cH:21]1.[S:22]([Cl:23])([Cl:24])=[O:25]>>[Cl:1][c:2]1[cH:3][cH:4][c:5]([CH2:6][N:7]([CH2:8][c:9]2[cH:10][cH:11][c:12]([Cl:15])[cH:13][cH:14]2)[CH2:16][CH2:17][CH2:18][Cl:24])[cH:20][cH:21]1.